Dataset: the Open Reaction Database (ORD), a public repository of structured organic reaction records. Task: describe an organic reaction: reactants, conditions, products, and yield The reactants are 20, NC1=C(C=C(C=C1)Cl)NCCO (2-[(2-amino-5-chlorophenyl)-amino]ethanol), NC(=O)N (urea), Cl (hydrochloric acid). Run in O (water). Conditions: temperature 190 celsius. Yields the product 13, ClC=1C=CC2=C(N(C(N2)=O)CCO)C1 (6-chloro-1,3-dihydro-1-(2-hydroxyethyl)-2H-benzimidazol-2-one). Isolated yield 57.1%. RXN SMILES: [NH2:1][C:2]1[CH:7]=[CH:6][C:5]([Cl:8])=[CH:4][C:3]=1[NH:9][CH2:10][CH2:11][OH:12].N[C:14](N)=[O:15].Cl>O>[Cl:8][C:5]1[CH:6]=[CH:7][C:2]2[NH:1][C:14](=[O:15])[N:9]([CH2:10][CH2:11][OH:12])[C:3]=2[CH:4]=1. Reported procedure: A mixture of 20 parts of 2-[(2-amino-5-chlorophenyl)-amino]ethanol and 18 parts of urea is stirred and heated for 4 hours in an oil-bath at about 190° C. The reaction mixture is cooled and dissolved in alkaline water. The solution is acidified with a concentrated hydrochloric acid solution. The precipitated product is filtered off, washed with water and dried, yielding 13 parts (57.1%) of 6-chloro-1,3-dihydro-1-(2-hydroxyethyl)-2H-benzimidazol-2-one; mp. 160° C. The reactants are C(C)(=O)OCC (ethyl acetate), Cl (hydrochloric acid), C(C)(C)(C)OC(=O)N(C)N1C=C(C(C2=CC(=C(C(=C12)F)F)F)=O)C(=O)OC (methyl 1-(N-tert-butoxycarbonyl-N-methylamino)-6,7,8-trifluoro-1,4-dihydro-4-oxoquinoline-3-carboxylate), C(O)([O-])=O.[Na+] (sodium hydrogencarbonate). Run in O (water), C(Cl)Cl (methylene chloride). Reaction conditions: time 1 hour. The product is FC=1C=C2C(C(=CN(C2=C(C1F)F)NC)C(=O)OC)=O (methyl 6,7,8-trifluoro-1-methylamino-1,4-dihydro-4-oxoquinoline-3-carboxylate). Isolated yield 50.4%. As a reaction SMILES: C(OCC)(=O)C.Cl.C(O[C:13]([N:15]([N:17]1[C:26]2[C:21](=[CH:22][C:23]([F:29])=[C:24]([F:28])[C:25]=2[F:27])[C:20](=[O:30])[C:19]([C:31]([O:33][CH3:34])=[O:32])=[CH:18]1)C)=O)(C)(C)C.C(=O)([O-])O.[Na+]>O.C(Cl)Cl>[F:29][C:23]1[CH:22]=[C:21]2[C:26](=[C:25]([F:27])[C:24]=1[F:28])[N:17]([NH:15][CH3:13])[CH:18]=[C:19]([C:31]([O:33][CH3:34])=[O:32])[C:20]2=[O:30] |f:3.4|. Procedure details: To ethyl acetate solution (55 ml) of 4N hydrochloric acid, was added methyl 1-(N-tert-butoxycarbonyl-N-methylamino)-6,7,8-trifluoro-1,4-dihydro-4-oxoquinoline-3-carboxylate (10.85 g) with ice-cooling, and the mixture was stirred for one hour at the same temperature and then for 14 hours at room temperature. The mixture was concentrated under reduced pressure to obtain a solid. The solid was poured into a mixture comprising methylene chloride (150 ml) and water (150 ml). The suspension was neutra... Starting materials: [SiH2](O[*:2])[*:1] (polysiloxane), CC=1C(C(=O)O)C=CCC1 (2-methyl-1,4-dihydrobenzoic acid), [Al] (aluminum). Reagents/catalysts: [Rh] (rhodium). Run in CCCCCC (hexane), C1CCCC2CCCCC12 (decalin). Yields the product CC1=C(C(=O)O)C=CC=C1 (2-methylbenzoic acid). As a reaction SMILES: [CH3:1][C:2]1[CH:3]([CH:7]=[CH:8][CH2:9][CH:10]=1)[C:4]([OH:6])=[O:5].[Al]>C1C2C(CCCC2)CCC1.CCCCCC.[Rh]>[CH3:1][C:2]1[CH:10]=[CH:9][CH:8]=[CH:7][C:3]=1[C:4]([OH:6])=[O:5]. Procedure: To a suspension of 2-methyl-1,4-dihydrobenzoic acid (0.085g, 0.50 mmol; 81% pure, from Aldrich Chemical Company) in decalin (5 mL) under a nitrogen atmosphere is added a polysiloxane matrix material containing a homogenous dispersion of rhodium and aluminum (0.100 g). The solution is heated to reflux for 19 hours. On cooling the reaction mixture is diluted with hexane (25 mL) and extracted with aqueous sodium hydroxide (5%) solution (2×5 mL). The basic aqueous solution is acidified and extracted... The product is C(C)(C)(C)OC(=O)N1CCN(CC1)C1=NC=CC2=CC=C(C=C12)SC1=C(C=CC=C1C)Cl (4-[7-(2-Chloro-6-methyl-phenylsulfanyl)-isoquinolin-1-yl]-piperazine-1-carboxylic acid tert-butyl ester). Reagents/catalysts: C=1C=CC(=CC1)[P](C=2C=CC=CC2)(C=3C=CC=CC3)[Pd]([P](C=4C=CC=CC4)(C=5C=CC=CC5)C=6C=CC=CC6)([P](C=7C=CC=CC7)(C=8C=CC=CC8)C=9C=CC=CC9)[P](C=1C=CC=CC1)(C=1C=CC=CC1)C=1C=CC=CC1 (Pd(PPh3)4). The reactants are BrC1=CC=C2C=CN=C(C2=C1)N1CCN(CC1)C(=O)OC(C)(C)C (4-(7-bromo-isoquinoline-1-yl)-piperazine-1-carboxylic acid, tert-butyl ester), ClC1=C(C(=CC=C1)C)S (2-chloro-6-methyl-thiophenol). Yield: 86.7%. Conditions: temperature 110 celsius. RXN SMILES: Br[C:2]1[CH:11]=[C:10]2[C:5]([CH:6]=[CH:7][N:8]=[C:9]2[N:12]2[CH2:17][CH2:16][N:15]([C:18]([O:20][C:21]([CH3:24])([CH3:23])[CH3:22])=[O:19])[CH2:14][CH2:13]2)=[CH:4][CH:3]=1.[Cl:25][C:26]1[CH:31]=[CH:30][CH:29]=[C:28]([CH3:32])[C:27]=1[SH:33]>C(O)CCC.C1C=CC([P]([Pd]([P](C2C=CC=CC=2)(C2C=CC=CC=2)C2C=CC=CC=2)([P](C2C=CC=CC=2)(C2C=CC=CC=2)C2C=CC=CC=2)[P](C2C=CC=CC=2)(C2C=CC=CC=2)C2C=CC=CC=2)(C2C=CC=CC=2)C2C=CC=CC=2)=CC=1>[C:21]([O:20][C:18]([N:15]1[CH2:16][CH2:17][N:12]([C:9]2[C:10]3[C:5](=[CH:4][CH:3]=[C:2]([S:33][C:27]4[C:28]([CH3:32])=[CH:29][CH:30]=[CH:31][C:26]=4[Cl:25])[CH:11]=3)[CH:6]=[CH:7][N:8]=2)[CH2:13][CH2:14]1)=[O:19])([CH3:24])([CH3:23])[CH3:22] |^1:42,44,63,82|. Run in C(CCC)O (nBuOH). Reported procedure: A mixture of 4-(7-bromo-isoquinoline-1-yl)-piperazine-1-carboxylic acid, tert-butyl ester (0.5 g, 1.3 mmol), 2-chloro-6-methyl-thiophenol (0.206 g, 1.3 mmol), NatBuO (0.44 g, 4.5 mmol), Pd(PPh3)4 (74 mg, 0.065 mmol) in nBuOH (10 mL) was heated at 110° C., 3 h. The reaction mixture was filtered. The filtrate was concentrated and the residue was dissolved in ethyl acetate. The organic phase was washed with water (50 mL×3), separated and dried (MgSO4), filtered. The volatiles were evaporated and th... Reactants: FC(C(=O)OC(C(F)(F)F)=O)(F)F (2,2,2-Trifluoroacetic anhydride), C(=O)NC=1SC=C(N1)C(C(=O)NC1[C@@H]2N(C(=CCS2=O)C(=O)OC(COCCCCCCCC)COCCCCCCCC)C1=O)=NOC (2-n-octyloxy-1-n-octyloxymethylethyl 7-[2-(2-formamidothiazol-4-yl)-2-methoxyiminoacetamido]-3-cephem-4-carboxylate-1-oxide), [I-].[Na+] (sodium iodide), resultant mixture, ice water. Solvent: CC(=O)C (acetone). Reaction conditions: time 2 hour. The product is C(=O)NC=1SC=C(N1)C(C(=O)NC1[C@@H]2N(C(=CCS2)C(=O)OC(COCCCCCCCC)COCCCCCCCC)C1=O)=NOC (2-n-octyloxy-1-n-octyloxymethylethyl 7-[2-(2-formamidothiazol-4 -yl)-2-methoxyiminoacetamido]-3-cephem-4-carboxylate). Isolated yield 68.6%. RXN SMILES: FC(F)(F)C(OC(=O)C(F)(F)F)=O.[CH:14]([NH:16][C:17]1[S:18][CH:19]=[C:20]([C:22](=[N:60][O:61][CH3:62])[C:23]([NH:25][CH:26]2[C:58](=[O:59])[N:28]3[C:29]([C:34]([O:36][CH:37]([CH2:48][O:49][CH2:50][CH2:51][CH2:52][CH2:53][CH2:54][CH2:55][CH2:56][CH3:57])[CH2:38][O:39][CH2:40][CH2:41][CH2:42][CH2:43][CH2:44][CH2:45][CH2:46][CH3:47])=[O:35])=[CH:30][CH2:31][S:32](=O)[C@H:27]23)=[O:24])[N:21]=1)=[O:15].[I-].[Na+]>CC(C)=O>[CH:14]([NH:16][C:17]1[S:18][CH:19]=[C:20]([C:22](=[N:60][O:61][CH3:62])[C:23]([NH:25][CH:26]2[C:58](=[O:59])[N:28]3[C:29]([C:34]([O:36][CH:37]([CH2:38][O:39][CH2:40][CH2:41][CH2:42][CH2:43][CH2:44][CH2:45][CH2:46][CH3:47])[CH2:48][O:49][CH2:50][CH2:51][CH2:52][CH2:53][CH2:54][CH2:55][CH2:56][CH3:57])=[O:35])=[CH:30][CH2:31][S:32][C@H:27]23)=[O:24])[N:21]=1)=[O:15] |f:2.3|. Procedure details: 2,2,2-Trifluoroacetic anhydride (2.12 g) was dropwise added to a stirred solution of 2-n-octyloxy-1-n-octyloxymethylethyl 7-[2-(2-formamidothiazol-4-yl)-2-methoxyiminoacetamido]-3-cephem-4-carboxylate-1-oxide (syn isomer, 2.34 g) and sodium iodide (1.56 g) in dry acetone (40 ml) at 0° to 5° C. over 45 minutes, and stirred at 0° to 5° C. for 2 hours. The resultant mixture was poured into ice water (200 ml), and then extracted with ethyl acetate (110 ml). The extract was washed with an aqueous sol...